This data is from the Open Reaction Database (ORD), a public repository of structured organic reaction records. The task is: describe an organic reaction: reactants, conditions, products, and yield Reactants: C(C)OC(=O)C1=CC=C(C=C1)C1=CC=C(C=C1)O (4-hydroxy-4'-biphenylcarboxylic acid ethyl ester), C(C)OC(=O)C1=CC=C(C=C1)C1=CC=C(C=C1)OC(CCCCCC)C (4'-(1-methyl-heptyloxy)-4-biphenylcarboxylic acid ethyl ester), Cl (HCl), Cl (HCl), [OH-].[K+] (KOH), CC(CCCCCC)OS(=O)(=O)C1=CC=C(C=C1)C (p-toluenesulfonic acid 1-methyl-heptyl ester), [OH-].[Na+] (NaOH). The solvent is C(C)O (ethanol), O (water), C(C)O (ethanol), C1(=CC=CC=C1)C (toluene). The product is CC(CCCCCC)OC1=CC=C(C=C1)C1=CC=C(C=C1)C(=O)O (4'-(1-methyl-heptyloxy)-4-biphenylcarboxylic acid). Isolated yield 65.8%. As a reaction SMILES: C(OC(C1C=CC(C2C=CC(O)=CC=2)=CC=1)=O)C.[OH-].[K+].CC(OS(C1C=CC(C)=CC=1)(=O)=O)CCCCCC.Cl.C([O:43][C:44]([C:46]1[CH:51]=[CH:50][C:49]([C:52]2[CH:57]=[CH:56][C:55]([O:58][CH:59]([CH3:66])[CH2:60][CH2:61][CH2:62][CH2:63][CH2:64][CH3:65])=[CH:54][CH:53]=2)=[CH:48][CH:47]=1)=[O:45])C.[OH-].[Na+]>C(O)C.O.C1(C)C=CC=CC=1>[CH3:66][CH:59]([O:58][C:55]1[CH:56]=[CH:57][C:52]([C:49]2[CH:48]=[CH:47][C:46]([C:44]([OH:45])=[O:43])=[CH:51][CH:50]=2)=[CH:53][CH:54]=1)[CH2:60][CH2:61][CH2:62][CH2:63][CH2:64][CH3:65] |f:1.2,6.7|. Procedure: On the other hand, 4-hydroxy-4'-biphenylcarboxylic acid ethyl ester (38.7 g, 0.160 mol) was dissolved in ethanol (200 ml), followed by further adding and dissolving KOH (9 g, 0.160 mol), adding optically active p-toluenesulfonic acid 1-methyl-heptyl ester obtained above (50 g, 0.176 mol), keeping the mixture under reflux for 4 hours, cooling, adding toluene (200 ml) and 6N-HCl (50 ml), washing the toluene layer with a 2N-NaOH aqueous solution, washing with water till the washing water became neu... The reactants are [OH-].[Na+] (NaOH), COC(C[C@@H]1COC2=C1C=CC(=C2)O[C@@H]2CCC1=C(C(=CC=C21)C#N)CC2=CC=CC=C2)=O ({(S)-6-[(R)-4-benzyl-5-cyano-indan-1-yloxy]-2,3-dihydro-benzofuran-3-yl}-acetic acid methyl ester). Solvent: CO (methanol), O (water), Cl (HCl). Conditions: temperature 40 celsius, time 1 hour. Product: C(C1=CC=CC=C1)C1=C2CC[C@H](C2=CC=C1C#N)OC1=CC2=C([C@@H](CO2)CC(=O)O)C=C1 ({(S)-6-[(R)-4-Benzyl-5-cyano-indan-1-yloxy]-2,3-dihydro-benzofuran-3-yl}-acetic acid). RXN SMILES: [OH-].[Na+].C[O:4][C:5](=[O:35])[CH2:6][C@H:7]1[C:11]2[CH:12]=[CH:13][C:14]([O:16][C@H:17]3[C:25]4[C:20](=[C:21]([CH2:28][C:29]5[CH:34]=[CH:33][CH:32]=[CH:31][CH:30]=5)[C:22]([C:26]#[N:27])=[CH:23][CH:24]=4)[CH2:19][CH2:18]3)=[CH:15][C:10]=2[O:9][CH2:8]1>CO.O.Cl>[CH2:28]([C:21]1[C:22]([C:26]#[N:27])=[CH:23][CH:24]=[C:25]2[C:20]=1[CH2:19][CH2:18][C@H:17]2[O:16][C:14]1[CH:13]=[CH:12][C:11]2[C@H:7]([CH2:6][C:5]([OH:35])=[O:4])[CH2:8][O:9][C:10]=2[CH:15]=1)[C:29]1[CH:34]=[CH:33][CH:32]=[CH:31][CH:30]=1 |f:0.1|. Reported procedure: 1 M aqueous NaOH solution (0.60 mL) is added to a solution of {(S)-6-[(R)-4-benzyl-5-cyano-indan-1-yloxy]-2,3-dihydro-benzofuran-3-yl}-acetic acid methyl ester (0.10 g) in methanol (3 mL) at room temperature. The mixture is stirred at 40° C. for 1 h. The mixture is diluted with water and neutralized with 1 M aqueous HCl solution. The resulting mixture is extracted with ethyl acetate, and the combined extract is washed with brine and dried (MgSO4). The solvent is evaporated and the residue is chr... The reactants are CCc1cccc2c3c([nH]c12)C(CC)(CCO)OCC3, CS(C)=O, [Cl-], ClCCl, O=C(Cl)C(=O)Cl, [NH4+]. Product: CCc1cccc2c3c([nH]c12)C(CC)(CC(O)O)OCC3. Reaction SMILES: [CH2:11]([CH3:12])[C:13]1([CH2:28][CH2:29][OH:30])[O:14][CH2:15][CH2:16][c:17]2[c:18]1[nH:19][c:20]1[c:21]([CH2:26][CH3:27])[cH:22][cH:23][cH:24][c:25]21.[CH3:1][S:2]([CH3:3])=[O:4].[Cl-:34].[Cl:31][CH2:32][Cl:33].[Cl:5][C:6](=[O:7])[C:8]([Cl:9])=[O:10].[NH4+:35]>>[OH:7][CH:29]([CH2:28][C:13]1([CH2:11][CH3:12])[O:14][CH2:15][CH2:16][c:17]2[c:18]1[nH:19][c:20]1[c:21]([CH2:26][CH3:27])[cH:22][cH:23][cH:24][c:25]21)[OH:30]. The reactants are FC(C1=CC=C(C=C1)/C=C/C(C)=O)(F)F ((E)-4-(4-trifluoromethylphenyl)but-3-en-2-one), monohydrate, C(C)(=O)O (acetic acid). Solvent: O (water). The product is O=C(/C=C/C(=O)O)\C=C\C1=CC=C(C=C1)C(F)(F)F ((E,E)-4-oxo-6-(4-trifluoromethylphenyl)-2,5-hexadienoic acid). Reaction SMILES: [F:1][C:2]([F:15])([F:14])[C:3]1[CH:8]=[CH:7][C:6](/[CH:9]=[CH:10]/[C:11](=[O:13])[CH3:12])=[CH:5][CH:4]=1.[C:16]([OH:19])(=[O:18])[CH3:17]>O>[O:13]=[C:11](/[CH:10]=[CH:9]/[C:6]1[CH:5]=[CH:4][C:3]([C:2]([F:14])([F:15])[F:1])=[CH:8][CH:7]=1)/[CH:12]=[CH:17]/[C:16]([OH:19])=[O:18]. Procedure: A solution of 12 g (56 mmol) of (E)-4-(4-trifluoromethylphenyl)but-3-en-2-one and 5.15 g (56 mmol) of glyoxlic acid monohydrate in 14 ml of acetic acid was heated at reflux for 20 hours. The reaction mixture was diluted with water and extracted with ethyl acetate. The organic phase was extracted twice with 3N sodium hydroxide solution. The combined aqueous phases were treated with 3N hydrochloric acid to produce a strongly acidic reaction and extracted twice with ethyl acetate. The combined orga... Starting materials: C[Mg+], CC1(C)OCc2cc(Cl)cc(C(=O)c3cn(C(c4ccccc4)(c4ccccc4)c4ccccc4)cn3)c2O1, [I-]. Product: CC1(C)OCc2cc(Cl)cc(C(C)(O)c3cn(C(c4ccccc4)(c4ccccc4)c4ccccc4)cn3)c2O1. RXN SMILES: [CH3:2][Mg+:3].[Cl:4][c:5]1[cH:6][c:7]2[c:8]([c:15]([C:17](=[O:18])[c:19]3[n:20][cH:21][n:22]([C:24]([c:25]4[cH:26][cH:27][cH:28][cH:29][cH:30]4)([c:31]4[cH:32][cH:33][cH:34][cH:35][cH:36]4)[c:37]4[cH:38][cH:39][cH:40][cH:41][cH:42]4)[cH:23]3)[cH:16]1)[O:9][C:10]([CH3:13])([CH3:14])[O:11][CH2:12]2.[I-:1]>>[CH3:2][C:17]([c:15]1[c:8]2[c:7]([cH:6][c:5]([Cl:4])[cH:16]1)[CH2:12][O:11][C:10]([CH3:13])([CH3:14])[O:9]2)([OH:18])[c:19]1[n:20][cH:21][n:22]([C:24]([c:25]2[cH:26][cH:27][cH:28][cH:29][cH:30]2)([c:31]2[cH:32][cH:33][cH:34][cH:35][cH:36]2)[c:37]2[cH:38][cH:39][cH:40][cH:41][cH:42]2)[cH:23]1.